From a dataset of the Open Reaction Database (ORD), a public repository of structured organic reaction records. describe an organic reaction: reactants, conditions, products, and yield The reactants are OC1CCN(CC1)C1=NC(=NC2=CC=CC=C12)C1=CC=CC=C1 (4-hydroxypiperidinyl-2-phenylquinazoline), [H-].[Na+] (sodium hydride), FC1=CC=CC=C1 (fluorobenzene). Solvent: CN(C=O)C (dimethylformamide). The product is O(C1=CC=CC=C1)C1CCN(CC1)C1=NC(=NC2=CC=CC=C12)C1=CC=CC=C1 (4-(4-Phenoxypiperidinyl)-2-phenylquinazoline). Reaction SMILES: [OH:1][CH:2]1[CH2:7][CH2:6][N:5]([C:8]2[C:17]3[C:12](=[CH:13][CH:14]=[CH:15][CH:16]=3)[N:11]=[C:10]([C:18]3[CH:23]=[CH:22][CH:21]=[CH:20][CH:19]=3)[N:9]=2)[CH2:4][CH2:3]1.[H-].[Na+].F[C:27]1[CH:32]=[CH:31][CH:30]=[CH:29][CH:28]=1>CN(C)C=O>[O:1]([CH:2]1[CH2:7][CH2:6][N:5]([C:8]2[C:17]3[C:12](=[CH:13][CH:14]=[CH:15][CH:16]=3)[N:11]=[C:10]([C:18]3[CH:23]=[CH:22][CH:21]=[CH:20][CH:19]=3)[N:9]=2)[CH2:4][CH2:3]1)[C:27]1[CH:32]=[CH:31][CH:30]=[CH:29][CH:28]=1 |f:1.2|. Reported procedure: Equimolar quantities of 4-(4-hydroxypiperidinyl-2-phenylquinazoline, sodium hydride, and fluorobenzene are heated in dimethylformamide to prepare the title compound.